From a dataset of the Open Reaction Database (ORD), a public repository of structured organic reaction records. describe an organic reaction: reactants, conditions, products, and yield Starting materials: C(C)(C)OCCNS(=O)(=O)C1=C(C(=CC=C1Cl)[N+](=O)[O-])Cl (N-(2-isopropoxyethyl)-2,6-dichloro-3-nitrobenzenesulfonamide), [H-].[Na+] (NaH), O (water). Yields the product C(C)(C)OCCNS(=O)(=O)C1=C(C(=CC=C1Cl)[N+](=O)[O-])O (N-(2-isopropoxyethyl)-6-chloro-2-hydroxy-3-nitrobenzenesulfonamide). RXN SMILES: [CH:1]([O:4][CH2:5][CH2:6][NH:7][S:8]([C:11]1[C:16]([Cl:17])=[CH:15][CH:14]=[C:13]([N+:18]([O-:20])=[O:19])[C:12]=1Cl)(=[O:10])=[O:9])([CH3:3])[CH3:2].[H-].[Na+].[OH2:24]>>[CH:1]([O:4][CH2:5][CH2:6][NH:7][S:8]([C:11]1[C:16]([Cl:17])=[CH:15][CH:14]=[C:13]([N+:18]([O-:20])=[O:19])[C:12]=1[OH:24])(=[O:10])=[O:9])([CH3:3])[CH3:2] |f:1.2|. Procedure details: Following the general hydrolysis procedure outlined in example 15, N-(2-isopropoxyethyl)-2,6-dichloro-3-nitrobenzenesulfonamide (1.635 g, 4.58 mmol), 60% NaH (0.41 g, 13.74 mmol) and water (0.099 mL, 5.50 mmol) were reacted. The crude product (1.676 g) was carried on to the next step without purification. LC-MS (m/z) 340 (M-H)+. Reactants: C(C)(C)(C)OC(=O)N(CC=O)CCC1=CC=CC=C1 (N-t-butoxycarbonyl-N-(2-oxo-ethyl)-2-phenyl-ethylamine), Cl.N1C=C(C2=CC=CC=C12)C[C@H](CC(=O)O)N ((R)-2-(1H-indol-3-yl)-1-carboxymethyl-ethylamine hydrochloride salt), C(#N)[BH3-].[Na+] (sodium cyanoborohydride). The solvent is CO (methanol), C1CCOC1 (THF), C(C)(=O)OCC (ethyl acetate). Product: N1C=C(C2=CC=CC=C12)C[C@@H]1C(N(CCN1)CCC1=CC=CC=C1)=O ((R)-3-(1H-Indol-3-ylmethyl)-1-(2-phenyl-ethyl)-2-oxo-piperazine). RXN SMILES: C(O[C:6]([N:8]([CH2:12][CH2:13][C:14]1[CH:19]=[CH:18][CH:17]=[CH:16][CH:15]=1)[CH2:9][CH:10]=O)=[O:7])(C)(C)C.Cl.[NH:21]1[C:29]2[C:24](=[CH:25][CH:26]=[CH:27][CH:28]=2)[C:23]([CH2:30][C@@H:31]([NH2:36])CC(O)=O)=[CH:22]1.C([BH3-])#N.[Na+]>CO.C1COCC1.C(OCC)(=O)C>[NH:21]1[C:29]2[C:24](=[CH:25][CH:26]=[CH:27][CH:28]=2)[C:23]([CH2:30][C@H:31]2[NH:36][CH2:10][CH2:9][N:8]([CH2:12][CH2:13][C:14]3[CH:15]=[CH:16][CH:17]=[CH:18][CH:19]=3)[C:6]2=[O:7])=[CH:22]1 |f:1.2,3.4|. Reported procedure: Combine N-t-butoxycarbonyl-N-(2-oxo-ethyl)-2-phenyl-ethylamine (5.03 g, 19.0 mmol) and (R)-2-(1H-indol-3-yl)-1-carboxymethyl-ethylamine hydrochloride salt ((R)-tryptophan methyl ester hydrochloride salt) (4.9 g, 19.42 mmol) in methanol (50 mL) and stir for 30 minutes. Add sodium cyanoborohydride in solution (15.0 mL, 1M in THF, 15.0 mmol) and stir under an inert atmosphere for 16.5 hours. Concentrate in vacuo to obtain a residue. Dilute the residue with ethyl acetate and extract with water. Sepa... The reactants are O=C([O-])[O-], CC(C)=O, O=C(Cl)CCl, CNC(=O)C(N)c1ccccc1, [Na+], [Na+], O. Yields the product CNC(=O)Cc1ccccc1, NC(=O)CCl. Reaction SMILES: [C:14](=[O:15])([O-:16])[O-:17].[CH3:25][C:26](=[O:27])[CH3:28].[Cl:20][CH2:21][C:22](=[O:23])[Cl:24].[NH2:1][CH:2]([C:3](=[O:4])[NH:5][CH3:6])[c:7]1[cH:8][cH:9][cH:10][cH:11][cH:12]1.[Na+:18].[Na+:19].[OH2:13]>>[CH2:2]([C:3](=[O:4])[NH:5][CH3:6])[c:7]1[cH:8][cH:9][cH:10][cH:11][cH:12]1.[NH2:1][C:22]([CH2:21][Cl:20])=[O:23].